Task: describe an organic reaction: reactants, conditions, products, and yield. Dataset: the Open Reaction Database (ORD), a public repository of structured organic reaction records Starting materials: CSCOC(=O)c1oc(-c2ccccc2)cc(=O)c1Br, ClC(Cl)Cl, O=C(OO)c1cccc(Cl)c1. Product: CS(=O)COC(=O)c1oc(-c2ccccc2)cc(=O)c1Br. RXN SMILES: [Br:1][c:2]1[c:3]([C:15](=[O:16])[O:17][CH2:18][S:19][CH3:20])[o:4][c:5](-[c:9]2[cH:10][cH:11][cH:12][cH:13][cH:14]2)[cH:6][c:7]1=[O:8].[CH:32]([Cl:33])([Cl:34])[Cl:35].[Cl:21][c:22]1[cH:23][c:24]([C:29](=[O:26])[O:30][OH:31])[cH:25][cH:27][cH:28]1>>[Br:1][c:2]1[c:3]([C:15](=[O:16])[O:17][CH2:18][S:19]([CH3:20])=[O:26])[o:4][c:5](-[c:9]2[cH:10][cH:11][cH:12][cH:13][cH:14]2)[cH:6][c:7]1=[O:8]. Reactants: ice water, C(C)(=O)O (acetic acid), COC1=C(C(=C(C=C1)CCC(=O)OC)OC)OC=C=O (methyl 3-(4-methoxy-2-methoxy-carbonylmethyloxyphenyl)propionate), [H-].[Na+] (sodium hydride), C(C)(C)(C)O (tert-butanol). Run in C1(=CC=CC=C1)C (toluene), C1(=CC=CC=C1)C (toluene). Reaction conditions: time 8 hour. Product: COC1=CC2=C(CCC(C(O2)C(=O)OC)=O)C=C1 (methyl 8-methoxy-3-oxo-2,3,4,5-tetrahydro-1-benzoxepin-2-carboxylate). Reaction SMILES: [CH3:1][O:2][C:3]1[CH:8]=[CH:7][C:6]([CH2:9][CH2:10][C:11]([O:13]C)=O)=[C:5]([O:15][CH3:16])[C:4]=1OC=C=O.[H-].[Na+].[C:23]([OH:27])(C)(C)C.[C:28](O)(=[O:30])C>C1(C)C=CC=CC=1>[CH3:1][O:2][C:3]1[CH:8]=[CH:7][C:6]2[CH2:9][CH2:10][C:11](=[O:13])[CH:16]([C:28]([O:27][CH3:23])=[O:30])[O:15][C:5]=2[CH:4]=1 |f:1.2|. Procedure details: A solution of 15 g of methyl 3-(4-methoxy-2-methoxy-carbonylmethyloxyphenyl)propionate in 200 ml of toluene is added dropwise to a suspension of 5.6 g of 60% oily sodium hydride in 200 ml of toluene to which 0.4 ml of tert-butanol is added, for a period of 8 hours with heating under refluxing. The reaction mixture is heated under refluxing for 30 minutes and allowed to stand overnight, and then poured into ice water containing 10 ml of acetic acid. The organic layer is separated, washed with wat... The reactants are C(C1=CC=CC=C1)C=1SC=CC1 (2-benzylthiophene), ClS(=O)(=O)O (chlorosulfonic acid), ice. Run in C(Cl)(Cl)Cl (chloroform). Reaction conditions: temperature 0 celsius, time 30 minute. Yields the product C(C1=CC=CC=C1)C1=CC=C(S1)S(=O)(=O)O (5-benzylthiophene-2-sulfonic acid). RXN SMILES: [CH2:1]([C:8]1[S:9][CH:10]=[CH:11][CH:12]=1)[C:2]1[CH:7]=[CH:6][CH:5]=[CH:4][CH:3]=1.Cl[S:14]([OH:17])(=[O:16])=[O:15]>C(Cl)(Cl)Cl>[CH2:1]([C:8]1[S:9][C:10]([S:14]([OH:17])(=[O:16])=[O:15])=[CH:11][CH:12]=1)[C:2]1[CH:7]=[CH:6][CH:5]=[CH:4][CH:3]=1. Reported procedure: To a solution of 2-benzylthiophene (0.875 g, 5 mmol) in chloroform (2 ml) at 0° C. was added chlorosulfonic acid dropwise and the reaction was stirred at 0° C. for 30 min. The reaction mixture was decomposed by pouring onto crushed ice (20 g). The mixture was extracted with ethyl acetate, dried over MgSO4 and filtered. The solvent was removed under reduced pressure to give 5-benzylthiophene-2-sulfonic acid. Starting materials: C, CCO, [H][H], [N-]=[N+]=NCC1CCCN1Cc1ccccc1, [Pd]. Product: NCC1CCCN1Cc1ccccc1. RXN SMILES: [C:22].[CH3:19][CH2:20][OH:21].[H:17][H:18].[N:1](=[N+:2]=[N-:3])[CH2:4][CH:5]1[N:6]([CH2:10][c:11]2[cH:12][cH:13][cH:14][cH:15][cH:16]2)[CH2:7][CH2:8][CH2:9]1.[Pd:23]>>[NH2:1][CH2:4][CH:5]1[N:6]([CH2:10][c:11]2[cH:12][cH:13][cH:14][cH:15][cH:16]2)[CH2:7][CH2:8][CH2:9]1. Starting materials: S(=O)([O-])S(=O)[O-].[Na+].[Na+] (sodium hydrosulfite), resultant mixture, C(C)(C)(C)C1=C(C(=CC(=C1)NC=1SC=C(N1)CC(=O)OCC)C(C)(C)C)O (2,6-Di-tert-butyl-4-[(4-ethoxycarbonylmethyl-2-thiazolyl)amino]phenol), Cl (hydrochloric acid), [OH-].[Na+] (sodium hydroxide). Solvent: O (water), C(C)O (ethanol), C(C)(=O)O (acetic acid). Product: C(C)(C)(C)C1=C(C(=CC(=C1)NC=1SC=C(N1)CC(=O)O)C(C)(C)C)O (2,6-di-tert-butyl-4-[(4-carboxymethyl-2thiazolyl)amino]phenol). Isolated yield 67.3%. Reaction SMILES: [C:1]([C:5]1[CH:10]=[C:9]([NH:11][C:12]2[S:13][CH:14]=[C:15]([CH2:17][C:18]([O:20]CC)=[O:19])[N:16]=2)[CH:8]=[C:7]([C:23]([CH3:26])([CH3:25])[CH3:24])[C:6]=1[OH:27])([CH3:4])([CH3:3])[CH3:2].S(S([O-])=O)([O-])=O.[Na+].[Na+].[OH-].[Na+].Cl>C(O)C.O.C(O)(=O)C>[C:1]([C:5]1[CH:10]=[C:9]([NH:11][C:12]2[S:13][CH:14]=[C:15]([CH2:17][C:18]([OH:20])=[O:19])[N:16]=2)[CH:8]=[C:7]([C:23]([CH3:26])([CH3:25])[CH3:24])[C:6]=1[OH:27])([CH3:3])([CH3:4])[CH3:2] |f:1.2.3,4.5|. Procedure: 2,6-Di-tert-butyl-4-[(4-ethoxycarbonylmethyl-2-thiazolyl)amino]phenol (produced in Example 17) (0.80 g) was dissolved in 30 ml of ethanol, a solution of 2 g of sodium hydrosulfite in 20 ml of water was added and then 15 ml of 2 N aqueous sodium hydroxide was added, and the resultant mixture was stirred at room temperature for 4 hours. The reaction mixture was cooled in an ice bath and, after addition of 15 ml of 2 N hydrochloric acid and further addition of 3 ml of acetic acid, extracted with di... Starting materials: ClC(COC(=O)N1CCC(CC1)CCSC1=CC=CC=C1)(Cl)Cl (1-(2,2,2-trichloroethoxycarbonyl)-4-(2-(phenylmercapto)ethyl)piperidine), C(=O)(O)[O-].[Na+] (NaHCO3). The reagents and catalysts are [Zn] (zinc). Run in C(C)(=O)O (acetic acid). Conditions: time 24 hour. The product is C1(=CC=CC=C1)SCCC1CCNCC1 (4-(2-(Phenylmercapto)ethyl)piperidine). Reaction SMILES: ClC(Cl)(Cl)COC([N:7]1[CH2:12][CH2:11][CH:10]([CH2:13][CH2:14][S:15][C:16]2[CH:21]=[CH:20][CH:19]=[CH:18][CH:17]=2)[CH2:9][CH2:8]1)=O.C([O-])(O)=O.[Na+]>C(O)(=O)C.[Zn]>[C:16]1([S:15][CH2:14][CH2:13][CH:10]2[CH2:9][CH2:8][NH:7][CH2:12][CH2:11]2)[CH:17]=[CH:18][CH:19]=[CH:20][CH:21]=1 |f:1.2|. Reported procedure: To a solution of 1.47 g (3.71 mmol) of 1-(2,2,2-trichloroethoxycarbonyl)-4-(2-(phenylmercapto)ethyl)piperidine in 20 mL of glacial acetic acid was heated at 40° C. To this solution was added portionwise 2 g of zinc powder over a period of 1 h with vigorous stirring. After 24 h at 40° C., the reaction mixture was cooled to rt and carefully poured into 250 mL of sat'd NaHCO3 solution. The mixture was extracted 5 times with CH2Cl2 and the combined organic fractions were washed with sat'd NaCl solut... Reactants: COC1=CC=C(C=C1)C(C=NO)=C(Cl)C1=CC=C(C=C1)OC (2,3-Bis(4-methoxyphenyl)-3-chloro-acrylaldoxime). Run in CC(=O)OC(=O)C (acetanhydride). Product: COC1=CC=C(C=C1)C(C#N)=C(Cl)C1=CC=C(C=C1)OC (2,3-Bis(4-methoxyphenyl)-3-chloro-acrylonitrile). As a reaction SMILES: [CH3:1][O:2][C:3]1[CH:8]=[CH:7][C:6]([C:9](=[C:13]([C:15]2[CH:20]=[CH:19][C:18]([O:21][CH3:22])=[CH:17][CH:16]=2)[Cl:14])[CH:10]=[N:11]O)=[CH:5][CH:4]=1>CC(OC(C)=O)=O>[CH3:1][O:2][C:3]1[CH:8]=[CH:7][C:6]([C:9](=[C:13]([C:15]2[CH:16]=[CH:17][C:18]([O:21][CH3:22])=[CH:19][CH:20]=2)[Cl:14])[C:10]#[N:11])=[CH:5][CH:4]=1. Procedure details: 1.0 g of 2,3-Bis(4-methoxyphenyl)-3-chloro-acrylaldoxime (3.14 mmoles) was refluxed for 2 hours in 25 ml of acetanhydride. After cooling, the mixture was poured onto water. The crystalline solid substance which had precipitated was suction-filtered and recrystallized from methanol. Melting point: 140° to 142° C. The reactants are O=C([O-])O, COC(=O)N1C=C(OC(C)=O)C(C)CC1, CO, [Na+], [Na+], [Na+], O=C([O-])[O-], O. Product: COC(=O)N1CCC(C)C(=O)C1. As a reaction SMILES: [C:8](=[O:9])([OH:10])[O-:11].[CH3:13][O:14][C:15](=[O:16])[N:17]1[CH2:18][CH2:19][CH:20]([CH3:27])[C:21]([O:23][C:24](=[O:25])[CH3:26])=[CH:22]1.[CH3:28][OH:29].[Na+:12].[Na+:2].[Na+:3].[O-:4][C:5](=[O:6])[O-:7].[OH2:1]>>[CH3:13][O:14][C:15](=[O:16])[N:17]1[CH2:18][CH2:19][CH:20]([CH3:27])[C:21](=[O:23])[CH2:22]1.